describe an organic reaction: reactants, conditions, products, and yield From a dataset of the Open Reaction Database (ORD), a public repository of structured organic reaction records. The reactants are C(C)OC(=O)C=1NC2=C(C=CC(=C2C1)C(CN(C(C)(C)C)CC1=CC=CC=C1)=O)OCC1=CC=CC=C1 (7-benzyloxy-4-(N-benzyl-N-tert-butylaminoacetyl)-2-indolecarboxylic acid ethyl ester), Cl (hydrochloric acid), O1CCCC1 (tetrahydrofuran), [OH-].[Na+] (sodium hydroxide). The solvent is CO (methanol). Run at time 4 hour. Yields the product Cl.C(C1=CC=CC=C1)OC=1C=CC(=C2C=C(NC12)C(=O)O)C(CN(C(C)(C)C)CC1=CC=CC=C1)=O (7-benzyloxy-4-(N-benzyl-N-tert-butylaminoacetyl)indole-2-carboxylic acid hydrochloride). As a reaction SMILES: C([O:3][C:4]([C:6]1[NH:7][C:8]2[C:13]([CH:14]=1)=[C:12]([C:15](=[O:29])[CH2:16][N:17]([CH2:22][C:23]1[CH:28]=[CH:27][CH:26]=[CH:25][CH:24]=1)[C:18]([CH3:21])([CH3:20])[CH3:19])[CH:11]=[CH:10][C:9]=2[O:30][CH2:31][C:32]1[CH:37]=[CH:36][CH:35]=[CH:34][CH:33]=1)=[O:5])C.O1CCCC1.[OH-].[Na+].[ClH:45]>CO>[ClH:45].[CH2:31]([O:30][C:9]1[CH:10]=[CH:11][C:12]([C:15](=[O:29])[CH2:16][N:17]([CH2:22][C:23]2[CH:24]=[CH:25][CH:26]=[CH:27][CH:28]=2)[C:18]([CH3:21])([CH3:20])[CH3:19])=[C:13]2[C:8]=1[NH:7][C:6]([C:4]([OH:5])=[O:3])=[CH:14]2)[C:32]1[CH:37]=[CH:36][CH:35]=[CH:34][CH:33]=1 |f:2.3,6.7|. Procedure: 10 g of 7-benzyloxy-4-(N-benzyl-N-tert-butylaminoacetyl)-2-indolecarboxylic acid ethyl ester is combined with 300 ml of tetrahydrofuran, 300 ml of methanol, and 100 ml of 2N sodium hydroxide solution and stirred for 4 hours at room temperature. Then 120 ml of 2N hydrochloric acid is added and the mixture concentrated until the onset of crystallization. The crystallized product is vacuum-filtered and the mother liquor once more concentrated. The resultant secondary crystallization product is comb...